Dataset: the Open Reaction Database (ORD), a public repository of structured organic reaction records. Task: describe an organic reaction: reactants, conditions, products, and yield The reactants are C(C)(=O)OCC (ethyl acetate), ClC=1C=CC(=C(C1)C(C)=O)OC (1-(5-chloro-2-methoxyphenyl)ethanone), solution, [H-].[Al+3].[Li+].[H-].[H-].[H-] (lithium aluminium hydride). The solvent is O1CCCC1 (tetrahydrofuran), C1CCOC1 (THF). Conditions: time 3 hour. Product: ClC=1C=CC(=C(C1)C(C)O)OC (1-(5-chloro-2-methoxyphenyl)ethanol). Yield: 86.6%. RXN SMILES: [Cl:1][C:2]1[CH:3]=[CH:4][C:5]([O:11][CH3:12])=[C:6]([C:8](=[O:10])[CH3:9])[CH:7]=1.[H-].[Al+3].[Li+].[H-].[H-].[H-].C(OCC)(=O)C>O1CCCC1>[Cl:1][C:2]1[CH:3]=[CH:4][C:5]([O:11][CH3:12])=[C:6]([CH:8]([OH:10])[CH3:9])[CH:7]=1 |f:1.2.3.4.5.6|. Procedure details: To a solution of 1-(5-chloro-2-methoxyphenyl)ethanone (7.97 g, 43.1 mmol) in anhydrous tetrahydrofuran (40 mL) at 0° C. was added a 1M solution of lithium aluminium hydride In THF (14.2 mL, 14.2 mmol). After 3 hours, ethyl acetate (200 mL) was added and the mixture was washed with a 1M aqueous solution of hydrogen chloride (50 mL). The organic phase was concentrated in vacuo to afford the title compound (6.97 g, 86%) Starting materials: ClC=1C(=NC=CC1OC1=C(C=C(C=C1)NC(=O)C1=CNC=C(C1=O)C1=CC=C(C=C1)F)F)N=C(C1=CC=CC=C1)C1=CC=CC=C1 (N-(4-(3-chloro-2-(diphenylmethyleneamino)pyridin-4-yloxy)-3-fluorophenyl)-5-(4-fluorophenyl)-4-oxo-1,4-dihydropyridine-3-carboxamide), C([O-])([O-])=O.[K+].[K+] (potassium carbonate), P(=O)(OC(C)(C)C)(OC(C)(C)C)OCCl (di-tert-butyl chloromethyl phosphate), Cl (HCl). Run in O (water), CN(C)C=O (DMF), CCO (EtOH), CCOC(=O)C (EtOAc). Reaction conditions: time 2 day. Yields the product P(=O)(OCN1C=C(C(C(=C1)C1=CC=C(C=C1)F)=O)C(NC1=CC(=C(C=C1)OC1=C(C(=NC=C1)N)Cl)F)=O)(O)O ((3-(4-(2-Amino-3-chloropyridin-4-yloxy)-3-fluorophenylcarbamoyl)-5-(4-fluorophenyl)-4-oxopyridin-1(4H)-yl)methyl dihydrogen phosphate). Isolated yield 94.0%. RXN SMILES: [Cl:1][C:2]1[C:3]([N:33]=C(C2C=CC=CC=2)C2C=CC=CC=2)=[N:4][CH:5]=[CH:6][C:7]=1[O:8][C:9]1[CH:14]=[CH:13][C:12]([NH:15][C:16]([C:18]2[C:23](=[O:24])[C:22]([C:25]3[CH:30]=[CH:29][C:28]([F:31])=[CH:27][CH:26]=3)=[CH:21][NH:20][CH:19]=2)=[O:17])=[CH:11][C:10]=1[F:32].C(=O)([O-])[O-].[K+].[K+].[P:53]([O:65]CCl)([O:60]C(C)(C)C)([O:55][C:56](C)(C)C)=[O:54].Cl>CN(C=O)C.CCOC(C)=O.CCO.O>[P:53]([OH:65])([OH:60])([O:55][CH2:56][N:20]1[CH:21]=[C:22]([C:25]2[CH:30]=[CH:29][C:28]([F:31])=[CH:27][CH:26]=2)[C:23](=[O:24])[C:18]([C:16](=[O:17])[NH:15][C:12]2[CH:13]=[CH:14][C:9]([O:8][C:7]3[CH:6]=[CH:5][N:4]=[C:3]([NH2:33])[C:2]=3[Cl:1])=[C:10]([F:32])[CH:11]=2)=[CH:19]1)=[O:54] |f:1.2.3|. Procedure details: To a solution of N-(4-(3-chloro-2-(diphenylmethyleneamino)pyridin-4-yloxy)-3-fluorophenyl)-5-(4-fluorophenyl)-4-oxo-1,4-dihydropyridine-3-carboxamide (5.0 g, 7.90 mmol) in DMF (50 mL) at room temperature were added potassium carbonate (7.64 g, 55.3 mmol) and di-tert-butyl chloromethyl phosphate (9.19 g, 35.5 mmol, see: PCT WO 2005/090367). The reaction mixture was stirred at room temperature for 2 days. The mixture was then diluted with EtOAc (250 mL), washed with water (200 mL), aq 10% LiCl (3×...